This data is from the Open Reaction Database (ORD), a public repository of structured organic reaction records. The task is: describe an organic reaction: reactants, conditions, products, and yield Starting materials: CCCCC(CC)C(=O)[O-].CCCCC(CC)C(=O)[O-].[Sn+2] (Stannous octoate), COC1=CC=C(C=C1)O (MEHQ), OCC1=C(C(=CC(=C1)C)N=NC1=CC=C(C=C1)OC)O (2-(hydroxymethyl)-6-((4-methoxyphenyl)-diazenyl)-4-methylphenol), C(C(=C)C)(=O)OCCN=C=O (2-isocyanatoethyl methacrylate). Run in C1CCOC1 (THF), C(C)OCC (diethyl ether). Run at temperature 60 celsius, time 20 hour. Yields the product C(C(=C)C)(=O)OCCNC(=O)OCC1=C(C(=CC(=C1)C)N=NC1=CC=C(C=C1)OC)O (2-((2-hydroxy-3-((4-methoxyphenyl)diazenyl)-5-methylbenzyloxy)-carbonylamino)ethyl methacrylate). RXN SMILES: [OH:1][CH2:2][C:3]1[CH:8]=[C:7]([CH3:9])[CH:6]=[C:5]([N:10]=[N:11][C:12]2[CH:17]=[CH:16][C:15]([O:18][CH3:19])=[CH:14][CH:13]=2)[C:4]=1[OH:20].CCCCC(C([O-])=O)CC.CCCCC(C([O-])=O)CC.[Sn+2].[C:42]([O:47][CH2:48][CH2:49][N:50]=[C:51]=[O:52])(=[O:46])[C:43]([CH3:45])=[CH2:44].COC1C=CC(O)=CC=1>C1COCC1.C(OCC)C>[C:42]([O:47][CH2:48][CH2:49][NH:50][C:51]([O:1][CH2:2][C:3]1[CH:8]=[C:7]([CH3:9])[CH:6]=[C:5]([N:10]=[N:11][C:12]2[CH:17]=[CH:16][C:15]([O:18][CH3:19])=[CH:14][CH:13]=2)[C:4]=1[OH:20])=[O:52])(=[O:46])[C:43]([CH3:45])=[CH2:44] |f:1.2.3|. Procedure: In a 500 ml 3-neck round bottom flask equipped with a magnetic stirrer and nitrogen inlet was dissolved 5.01 g (18.4 mmol) 2-(hydroxymethyl)-6-((4-methoxyphenyl)diazenyl)-4-methylphenol from Example 2 in 300 ml anhydrous THF. Stannous octoate (50 mg, Pfaltz & Bauer) was added followed by 2-isocyanatoethyl methacrylate (3.14 g, 20.2 mmol). MEHQ (100 mg) was added. The reaction mixture was stirred for 20 hr at 60° C. and then poured into 200 ml diethyl ether, and washed with 0.5 N HCl and water. T... Starting materials: C[Zn]C (Dimethyl zinc), C[Zn]C (dimethyl zinc), [Cl-].[NH4+] (ammonium chloride), BrC=1C=CC(=NC1)CN1C=C2C(C=3C=CC=CC13)=NN(C2=O)C2=C(C=CC=C2)C (5-[(5-bromopyridin-2-yl)methyl]-2-(2-methylphenyl)-2,5-dihydro-3H-pyrazolo[4,3-c]quinolin-3-one). The reagents and catalysts are [Pd].C1(=CC=CC=C1)P(C1=CC=CC=C1)C1=CC=CC=C1.C1(=CC=CC=C1)P(C1=CC=CC=C1)C1=CC=CC=C1.C1(=CC=CC=C1)P(C1=CC=CC=C1)C1=CC=CC=C1.C1(=CC=CC=C1)P(C1=CC=CC=C1)C1=CC=CC=C1 (tetrakis(triphenylphosphine) palladium (0)), [Pd].C1(=CC=CC=C1)P(C1=CC=CC=C1)C1=CC=CC=C1.C1(=CC=CC=C1)P(C1=CC=CC=C1)C1=CC=CC=C1.C1(=CC=CC=C1)P(C1=CC=CC=C1)C1=CC=CC=C1.C1(=CC=CC=C1)P(C1=CC=CC=C1)C1=CC=CC=C1 (tetrakis(triphenylphosphine) palladium (0)). Solvent: O1CCCC1 (tetrahydrofuran). Reaction conditions: temperature 70 celsius, time 4 hour. Product: CC1=C(C=CC=C1)N1N=C2C(=CN(C=3C=CC=CC23)CC2=NC=C(C=C2)C)C1=O (2-(2-Methylphenyl)-5-[(5-methylpyridin-2-yl)methyl]-2,5-dihydro-3H-pyrazolo[4,3-c]quinolin-3-one). As a reaction SMILES: Br[C:2]1[CH:3]=[CH:4][C:5]([CH2:8][N:9]2[C:18]3[CH:17]=[CH:16][CH:15]=[CH:14][C:13]=3[C:12]3=[N:19][N:20]([C:23]4[CH:28]=[CH:27][CH:26]=[CH:25][C:24]=4[CH3:29])[C:21](=[O:22])[C:11]3=[CH:10]2)=[N:6][CH:7]=1.[CH3:30][Zn]C.[Cl-].[NH4+]>O1CCCC1.[Pd].C1(P(C2C=CC=CC=2)C2C=CC=CC=2)C=CC=CC=1.C1(P(C2C=CC=CC=2)C2C=CC=CC=2)C=CC=CC=1.C1(P(C2C=CC=CC=2)C2C=CC=CC=2)C=CC=CC=1.C1(P(C2C=CC=CC=2)C2C=CC=CC=2)C=CC=CC=1>[CH3:29][C:24]1[CH:25]=[CH:26][CH:27]=[CH:28][C:23]=1[N:20]1[C:21](=[O:22])[C:11]2=[CH:10][N:9]([CH2:8][C:5]3[CH:4]=[CH:3][C:2]([CH3:30])=[CH:7][N:6]=3)[C:18]3[CH:17]=[CH:16][CH:15]=[CH:14][C:13]=3[C:12]2=[N:19]1 |f:2.3,5.6.7.8.9|. Procedure details: 5-[(5-Bromopyridin-2-yl)methyl]-2-(2-methylphenyl)-2,5-dihydro-3/1-pyrazolo[4,3-c]quinolin-3-one (Example 743, 40 mg, 0.090 mmol) was dissolved in tetrahydrofuran (2 mL), and the mixture was sparged under an atmosphere of nitrogen. Dimethyl zinc (0.49 mL, 2.0 Min toluene, 0.90 mmol, 10 equiv) and tetrakis(triphenylphosphine) palladium (0) (1.0 mg, 0.01 mmol, 0.1 equiv) were added and the mixture was placed into an oil bath preheated to 60° C. for 4 hours. Additional dimethyl zinc (0.49 mL, 2.0 M... Starting materials: BrCc1ccccc1, CCC1CNCCN1, CN(C)C=O. Product: CCC1CN(Cc2ccccc2)CCN1. Reaction SMILES: [Br:1][CH2:2][c:3]1[cH:4][cH:5][cH:6][cH:7][cH:8]1.[CH2:9]([CH3:10])[CH:11]1[NH:12][CH2:13][CH2:14][NH:15][CH2:16]1.[O:17]=[CH:18][N:19]([CH3:20])[CH3:21]>>[CH2:2]([c:3]1[cH:4][cH:5][cH:6][cH:7][cH:8]1)[N:15]1[CH2:14][CH2:13][NH:12][CH:11]([CH2:9][CH3:10])[CH2:16]1. The reactants are C1CCOC1, COC(=O)c1cc(OCc2ccccc2)cc(OC(C)COC(F)F)c1, [Li+], [OH-], O, O. Yields the product CC(COC(F)F)Oc1cc(OCc2ccccc2)cc(C(=O)O)c1. As a reaction SMILES: [CH2:31]1[O:32][CH2:33][CH2:34][CH2:35]1.[F:4][CH:5]([O:6][CH2:7][CH:8]([CH3:9])[O:10][c:11]1[cH:12][c:13]([C:14](=[O:15])[O:16][CH3:17])[cH:18][c:19]([O:21][CH2:22][c:23]2[cH:24][cH:25][cH:26][cH:27][cH:28]2)[cH:20]1)[F:29].[Li+:3].[OH-:2].[OH2:1].[OH2:30]>>[F:4][CH:5]([O:6][CH2:7][CH:8]([CH3:9])[O:10][c:11]1[cH:12][c:13]([C:14](=[O:15])[OH:16])[cH:18][c:19]([O:21][CH2:22][c:23]2[cH:24][cH:25][cH:26][cH:27][cH:28]2)[cH:20]1)[F:29].